From a dataset of the Open Reaction Database (ORD), a public repository of structured organic reaction records. describe an organic reaction: reactants, conditions, products, and yield Starting materials: B, O=C(O)CC(O)(CC(=O)O)C(=O)O, CO, CN(C)C, O=C1CCC2(CC1)Cc1ccc(OCCCF)cc1C2=O, C1CCOC1, O, O. Product: O=C1c2cc(OCCCF)ccc2CC12CCC(O)CC2. As a reaction SMILES: [BH3:28].[C:30]([OH:31])(=[O:32])[CH2:33][C:34]([CH2:35][C:36]([OH:37])=[O:38])([C:39]([OH:40])=[O:41])[OH:42].[CH3:22][OH:23].[CH3:24][N:25]([CH3:26])[CH3:27].[F:1][CH2:2][CH2:3][CH2:4][O:5][c:6]1[cH:7][cH:8][c:9]2[c:19]([cH:20]1)[C:18](=[O:21])[C:11]1([CH2:10]2)[CH2:12][CH2:13][C:14](=[O:17])[CH2:15][CH2:16]1.[O:43]1[CH2:44][CH2:45][CH2:46][CH2:47]1.[OH2:29].[OH2:48]>>[F:1][CH2:2][CH2:3][CH2:4][O:5][c:6]1[cH:7][cH:8][c:9]2[c:19]([cH:20]1)[C:18](=[O:21])[C:11]1([CH2:10]2)[CH2:12][CH2:13][CH:14]([OH:17])[CH2:15][CH2:16]1. Starting materials: CO, CNCCCCO, CCOC(=O)C(F)(F)F. Yields the product CN(CCCCO)C(=O)C(F)(F)F. RXN SMILES: [CH3:17][OH:18].[CH3:1][NH:2][CH2:3][CH2:4][CH2:5][CH2:6][OH:7].[F:8][C:9]([C:10](=[O:11])[O:12][CH2:13][CH3:14])([F:15])[F:16]>>[CH3:1][N:2]([CH2:3][CH2:4][CH2:5][CH2:6][OH:7])[C:10]([C:9]([F:8])([F:15])[F:16])=[O:11]. Starting materials: Cc1cc(C)c(C(=O)O)c(C)c1, NCc1ccc(Cl)cc1. Reagents/catalysts: C1CCC(CC1)N=C=NC2CCCCC2 (DCC), CN1CCOCC1 (NMM), C1CC(=O)N(C1=O)O (N-Hydroxysuccinimide). The solvent is CN(C)C=O (DMF), CN(C)C=O (DMF), CN(C)C=O (DMF), CN(C)C=O (DMF), CN(C)C=O (DMF), CN(C)C=O (DMF). Conditions: temperature 25 celsius, time 2 hour. Product: Cc1cc(C)c(C(=O)NCc2ccc(Cl)cc2)c(C)c1. The yield is 5.4%. Reaction SMILES: NCc1ccc(Cl)cc1.Cc1cc(C)c(C(=O)O)c(C)c1.C1CCC(CC1)N=C=NC2CCCCC2.C1CC(=O)N(C1=O)O.CN1CCOCC1.CN(C)C=O>>Cc1cc(C)c(C(=O)NCc2ccc(Cl)cc2)c(C)c1. Starting materials: ClC=1C=C(C=C(C1)Cl)C(C)=O (3', 5'-dichloroacetophenone), COC(N(C)C)OC (N,N-dimethylformamide dimethyl acetal). Conditions: temperature 90 celsius. The product is ClC=1C=C(C=C(C1)Cl)C(C=CN(C)C)=O (1-(3,5-dichlorophenyl)-3-dimethylamino-2-propen-1-one). The yield is 77.0%. As a reaction SMILES: [Cl:1][C:2]1[CH:3]=[C:4]([C:9](=[O:11])[CH3:10])[CH:5]=[C:6]([Cl:8])[CH:7]=1.CO[CH:14](OC)[N:15]([CH3:17])[CH3:16]>>[Cl:1][C:2]1[CH:3]=[C:4]([C:9](=[O:11])[CH:10]=[CH:14][N:15]([CH3:17])[CH3:16])[CH:5]=[C:6]([Cl:8])[CH:7]=1. Reported procedure: 10 g (0.053 mol) of 3', 5'-dichloroacetophenone are dissolved, at room temperature and with stirring, in 50 ml of N,N-dimethylformamide dimethyl acetal. Stirring is maintained and the reaction mixture is heated for 2 h at 90° C. The mixture is concentrated to dryness under reduced pressure. The residue is taken up in 150 ml of heptane. The orange residue is filtered to give 10.0 g (yield 77%, melting point: 100° C.) of 1-(3,5-dichlorophenyl)-3-dimethylamino-2-propen-1-one. Run at time 8 hour. Procedure: A mixture of 3-(3,3-diethoxypropyl)-5-(4-methoxyphenyl)-1,2,4-oxadiazole (1.0 g, 3.0 mmol) in 2N HCl (10 mL) and THF (10 mL) was stirred at room temperature overnight. The reaction mixture was extracted with EtOAc (3×). The organic layers were washed with water, dried over Na2SO4, filtered and concentrated to give the desired product. LCMS calculated for C12H13N2O3 (M+H): 233.1. found: 233.1. The product is COC1=CC=C(C=C1)C1=NC(=NO1)CCC=O (3-[5-(4-methoxyphenyl)-1,2,4-oxadiazol-3-yl]propanal). The reactants are C(C)OC(CCC1=NOC(=N1)C1=CC=C(C=C1)OC)OCC (3-(3,3-diethoxypropyl)-5-(4-methoxyphenyl)-1,2,4-oxadiazole). Run in Cl (HCl), C1CCOC1 (THF). Reaction SMILES: C([O:3][CH:4](OCC)[CH2:5][CH2:6][C:7]1[N:11]=[C:10]([C:12]2[CH:17]=[CH:16][C:15]([O:18][CH3:19])=[CH:14][CH:13]=2)[O:9][N:8]=1)C>Cl.C1COCC1>[CH3:19][O:18][C:15]1[CH:14]=[CH:13][C:12]([C:10]2[O:9][N:8]=[C:7]([CH2:6][CH2:5][CH:4]=[O:3])[N:11]=2)=[CH:17][CH:16]=1. Starting materials: O[C@@]1(C=2C=CC(=CC2CCC1)C(=O)OC)C=1SC(=CN1)C1=NC(=CC(=C1)C)NC1=NC=CC(=C1)C(F)(F)F ((S)-methyl 5-hydroxy-5-(5-(4-methyl-6-((4-(trifluoromethyl)pyridin-2-yl)amino)pyridin-2-yl)thiazol-2-yl)-5,6,7,8-tetrahydronaphthalene-2-carboxylate), [N-]=[N+]=[N-].[Na+] (sodium azide), C(=O)(C(F)(F)F)O (TFA). Run in C(Cl)Cl (DCM). Run at time 16 hour. The product is N(=[N+]=[N-])C1(C=2C=CC(=CC2CCC1)C(=O)OC)C=1SC(=CN1)C1=NC(=CC(=C1)C)NC1=NC=CC(=C1)C(F)(F)F (methyl 5-azido-5-(5-(4-methyl-6-((4-(trifluoromethyl)pyridin-2-yl)amino)pyridin-2-yl)thiazol-2-yl)-5,6,7,8-tetrahydronaphthalene-2-carboxylate). Reaction SMILES: O[C@@:2]1([C:16]2[S:17][C:18]([C:21]3[CH:26]=[C:25]([CH3:27])[CH:24]=[C:23]([NH:28][C:29]4[CH:34]=[C:33]([C:35]([F:38])([F:37])[F:36])[CH:32]=[CH:31][N:30]=4)[N:22]=3)=[CH:19][N:20]=2)[CH2:11][CH2:10][CH2:9][C:8]2[CH:7]=[C:6]([C:12]([O:14][CH3:15])=[O:13])[CH:5]=[CH:4][C:3]1=2.[N-:39]=[N+:40]=[N-:41].[Na+].C(O)(C(F)(F)F)=O>C(Cl)Cl>[N:39]([C:2]1([C:16]2[S:17][C:18]([C:21]3[CH:26]=[C:25]([CH3:27])[CH:24]=[C:23]([NH:28][C:29]4[CH:34]=[C:33]([C:35]([F:38])([F:37])[F:36])[CH:32]=[CH:31][N:30]=4)[N:22]=3)=[CH:19][N:20]=2)[CH2:11][CH2:10][CH2:9][C:8]2[CH:7]=[C:6]([C:12]([O:14][CH3:15])=[O:13])[CH:5]=[CH:4][C:3]1=2)=[N+:40]=[N-:41] |f:1.2|. Procedure: To a mixture of (S)-methyl 5-hydroxy-5-(5-(4-methyl-6-((4-(trifluoromethyl)pyridin-2-yl)amino)pyridin-2-yl)thiazol-2-yl)-5,6,7,8-tetrahydronaphthalene-2-carboxylate (100 mg, 0.185 mmol) and sodium azide (36.1 mg, 0.555 mmol) in DCM (2 mL) at rt was added TFA (0.016 mL, 0.203 mmol) dropwise and the mixture was stirred at rt for 16 h, after which time the reaction was heated to 40° C. for 5 days. The mixture was filtered, and the filtrate was concentrated under reduced pressure to give crude methy...